From a dataset of the Open Reaction Database (ORD), a public repository of structured organic reaction records. describe an organic reaction: reactants, conditions, products, and yield Starting materials: C(C1=CC=CC=C1)(=O)C1=NOC(=C1)CCO (2-(3-benzoylisoxazol-5-yl)ethanol), OS(=O)(=O)O (H2SO4), K2Cr2O7. The reagents and catalysts are S(=O)(=O)(O)[O-].C(CCC)[N+](CCCC)(CCCC)CCCC (tetra-n-butylammonium hydrogen sulfate). Run in C(Cl)Cl (CH2Cl2). Reaction conditions: time 1.5 hour. Product: C(C1=CC=CC=C1)(=O)C1=NOC(=C1)CC(=O)O ((3-Benzoylisoxazol-5-yl)acetic acid). RXN SMILES: [C:1]([C:9]1[CH:13]=[C:12]([CH2:14][CH2:15][OH:16])[O:11][N:10]=1)(=[O:8])[C:2]1[CH:7]=[CH:6][CH:5]=[CH:4][CH:3]=1.[OH:17]S(O)(=O)=O>C(Cl)Cl.S([O-])(O)(=O)=O.C([N+](CCCC)(CCCC)CCCC)CCC>[C:1]([C:9]1[CH:13]=[C:12]([CH2:14][C:15]([OH:17])=[O:16])[O:11][N:10]=1)(=[O:8])[C:2]1[CH:3]=[CH:4][CH:5]=[CH:6][CH:7]=1 |f:3.4|. Procedure: To a mixture of 8.8 g of 2-(3-benzoylisoxazol-5-yl)ethanol, in 1 liter of CH2Cl2, a few crystals of tetra-n-butylammonium hydrogen sulfate and 150 ml of 9M H2SO4 was added 11.9 g (41 mmol) of pulverized K2Cr2O7. The resulting mixture was stirred at room temperature for 1.5 hour. After allowing the mixture to settle, it was decanted from the unreacted dichromate. The aqueous phase was extracted with CH2Cl2, and the organics were washed with water and brine, and dried over MgSO4. Concentration gav...